This data is from the Open Reaction Database (ORD), a public repository of structured organic reaction records. The task is: describe an organic reaction: reactants, conditions, products, and yield The reactants are C1(CC1)N1C(NC(C2=CC(=C(C=C12)F)F)=O)=O (1-cyclopropyl-6,7-difluoro-1H-quinazoline-2,4-dione), [H-].[Na+] (NaH), [N+](=O)([O-])C1=C(C=CC(=C1)[N+](=O)[O-])ON (O-(2,4-dinitrophenyl)hydroxylamine). Solvent: O1CCOCC1 (dioxane), CN(C=O)C (dimethylformamide). Reaction conditions: temperature 60 celsius. Product: NN1C(N(C2=CC(=C(C=C2C1=O)F)F)C1CC1)=O (3-Amino-1-cyclopropyl-6,7-difluoro-1H-quinazoline-2,4-dione). The yield is 63.8%. RXN SMILES: [CH:1]1([N:4]2[C:13]3[C:8](=[CH:9][C:10]([F:15])=[C:11]([F:14])[CH:12]=3)[C:7](=[O:16])[NH:6][C:5]2=[O:17])[CH2:3][CH2:2]1.[H-].[Na+].[N+:20](C1C=C([N+]([O-])=O)C=CC=1ON)([O-])=O>O1CCOCC1.CN(C)C=O>[NH2:20][N:6]1[C:7](=[O:16])[C:8]2[C:13](=[CH:12][C:11]([F:14])=[C:10]([F:15])[CH:9]=2)[N:4]([CH:1]2[CH2:3][CH2:2]2)[C:5]1=[O:17] |f:1.2|. Procedure: To a solution of 1-cyclopropyl-6,7-difluoro-1H-quinazoline-2,4-dione (Example 23a, 2.0 g, 8.92 mmol) in dioxane (7.5 mL) and dimethylformamide (7.5 mL) is added NaH (60% dispersion in oil, 428 mg, 10.7 mmol). The solution is heated to 60° C. for 10 minutes and cooled to room temperature. To the cooled solution is added O-(2,4-dinitrophenyl)hydroxylamine (1.77 g, 8.92 mmol), and the solution is heated to 80° C. for 30 minutes. The resulting red solution is cooled to room temperature, poured over ... Starting materials: O1[C@H](C1)COC=1C=CC2=C(N=C(S2)C)C1 (5-[((2R)oxiran-2-yl)methoxy]-2-methylbenzothiazole), ( 3 ), N1(CCNCC1)C(=O)OC(C)(C)C (tert-butyl 1-piperazinecarboxylate), ( 4 ), [Yb] (ytterbium). The solvent is C(Cl)Cl (methylene chloride). Run at time 8 hour. Product: CC=1SC2=C(N1)C=C(C=C2)OC[C@@H](CC)O ((2R)-1-(2-methylbenzothiazol-5-yloxy)butan-2-ol), N1(CCNCC1)C(=O)OC(C)(C)C (tert butyl piperazinecarboxylate). As a reaction SMILES: [O:1]1[CH2:3][C@@H:2]1[CH2:4][O:5][C:6]1[CH:7]=[CH:8][C:9]2[S:13][C:12]([CH3:14])=[N:11][C:10]=2[CH:15]=1.[N:16]1([C:22]([O:24][C:25]([CH3:28])([CH3:27])[CH3:26])=[O:23])[CH2:21][CH2:20][NH:19][CH2:18][CH2:17]1.[Yb]>C(Cl)Cl>[CH3:14][C:12]1[S:13][C:9]2[CH:8]=[CH:7][C:6]([O:5][CH2:4][C@H:2]([OH:1])[CH2:3][CH3:17])=[CH:15][C:10]=2[N:11]=1.[N:16]1([C:22]([O:24][C:25]([CH3:28])([CH3:27])[CH3:26])=[O:23])[CH2:21][CH2:20][NH:19][CH2:18][CH2:17]1. Reported procedure: To a solution of 5-[((2R)oxiran-2-yl)methoxy]-2-methylbenzothiazole, a compound of formula (3) (6.2 g, 28 mmol), and tert-butyl 1-piperazinecarboxylate, a compound of formula (4) (5.7 g, 31 mmol), in methylene chloride (200 ml), was added ytterbium (111) trifluoromethanesulfonate (1.73 g, 28 mmol). The resulting solution was allowed to stir at room temperature overnight. The solvent was evaporated (in vacuo), to yield a semi-solid, which was chromatographed on silica gel, eluting with 5% methano...